This data is from the Open Reaction Database (ORD), a public repository of structured organic reaction records. The task is: describe an organic reaction: reactants, conditions, products, and yield Reactants: COc1ccc2c(C(=O)C(C)C)nn(CC(=O)O)c2c1, CCNCCC(C)(C)C, ClCCCl, CCN(C(C)C)C(C)C, Cl, Cl, CN(C)C=O, O, On1nnc2ccccc21. Product: CCN(CCC(C)(C)C)C(=O)Cn1nc(C(=O)C(C)C)c2ccc(OC)cc21. As a reaction SMILES: [C:1]([CH:2]([CH3:3])[CH3:4])(=[O:5])[c:6]1[n:7][n:8]([CH2:17][C:18](=[O:19])[OH:20])[c:9]2[cH:10][c:11]([O:15][CH3:16])[cH:12][cH:13][c:14]12.[CH2:33]([CH3:34])[NH:35][CH2:36][CH2:37][C:38]([CH3:39])([CH3:40])[CH3:41].[CH2:51]([Cl:52])[CH2:53][Cl:54].[CH:42]([N:43]([CH2:44][CH3:45])[CH:46]([CH3:47])[CH3:48])([CH3:49])[CH3:50].[ClH:32].[ClH:55].[O:56]=[CH:57][N:58]([CH3:59])[CH3:60].[OH2:31].[OH:21][n:22]1[c:23]2[c:24]([cH:25][cH:26][cH:27][cH:28]2)[n:29][n:30]1>>[C:1]([CH:2]([CH3:3])[CH3:4])(=[O:5])[c:6]1[n:7][n:8]([CH2:17][C:18](=[O:20])[N:35]([CH2:33][CH3:34])[CH2:36][CH2:37][C:38]([CH3:39])([CH3:40])[CH3:41])[c:9]2[cH:10][c:11]([O:15][CH3:16])[cH:12][cH:13][c:14]12. Reactants: FC1=C(C=CC(=C1)F)C1=CC=C(C=C1)[C@H](C)N1C(O[C@](CC1)(C1=CC=C(C=C1)F)CC=O)=O (2-((S)-3-((S)-1-(2′,4′-difluorobiphenyl-4-yl)ethyl)-6-(4-fluorophenyl)-2-oxo-1,3-oxazinan-6-yl)acetaldehyde), C[Mg+].[Br-] (MeMgBr). Solvent: C1CCOC1 (THF). Conditions: time 1.5 hour. Yields the product FC1=C(C=CC(=C1)F)C1=CC=C(C=C1)[C@H](C)N1C(O[C@@](CC1)(CC(C)O)C1=CC=C(C=C1)F)=O ((6S)-3-((S)-1-(2′,4′-difluorobiphenyl-4-yl)ethyl)-6-(4-fluorophenyl)-6-(2-hydroxypropyl)-1,3-oxazinan-2-one). As a reaction SMILES: [F:1][C:2]1[CH:7]=[C:6]([F:8])[CH:5]=[CH:4][C:3]=1[C:9]1[CH:14]=[CH:13][C:12]([C@@H:15]([N:17]2[CH2:22][CH2:21][C@:20]([CH2:30][CH:31]=[O:32])([C:23]3[CH:28]=[CH:27][C:26]([F:29])=[CH:25][CH:24]=3)[O:19][C:18]2=[O:33])[CH3:16])=[CH:11][CH:10]=1.[CH3:34][Mg+].[Br-]>C1COCC1>[F:1][C:2]1[CH:7]=[C:6]([F:8])[CH:5]=[CH:4][C:3]=1[C:9]1[CH:14]=[CH:13][C:12]([C@@H:15]([N:17]2[CH2:22][CH2:21][C@@:20]([C:23]3[CH:28]=[CH:27][C:26]([F:29])=[CH:25][CH:24]=3)([CH2:30][CH:31]([OH:32])[CH3:34])[O:19][C:18]2=[O:33])[CH3:16])=[CH:11][CH:10]=1 |f:1.2|. Procedure details: To a stirred solution of 2-((S)-3-((S)-1-(2′,4′-difluorobiphenyl-4-yl)ethyl)-6-(4-fluorophenyl)-2-oxo-1,3-oxazinan-6-yl)acetaldehyde in THF (3 mL) was added MeMgBr (1.4 M in toluene/THF, 3 mL, 4.2 mmol) at 0° C. The mixture was warmed up to rt and stirred for 1.5 h before quenching with satd aq NH4Cl (3 mL). The mixture was diluted with CH2Cl2 and dried over Na2SO4. Removal of the solvent gave the crude alcohol as a mixture of diastereomers. The reactants are C1(=CC=CC=C1)C=1SC(=CN1)C1CCN(CC1)C[C@H]1CN(C[C@@H]1C1=CC=CC=C1)[C@@H](C(=O)OCC1=CC=C(C=C1)OC)C1CCCCC1 (α-(R)-(3-(S)-((4-(2-Phenyl-thiazol-5-yl)-piperidine -1-yl)methyl)-4-(S)-phenylpyrrolidin-1-yl)-cyclohexaneacetic acid, 4-methoxybenzyl ester), C1(=CC=CC=C1)OC (anisole), FC(C(=O)O)(F)F (triflouroacetic acid). Reaction conditions: time 1 hour. Product: C1(=CC=CC=C1)C=1SC(=CN1)C1CCN(CC1)C[C@H]1CN(C[C@@H]1C1=CC=CC=C1)[C@@H](C(=O)O)C1CCCCC1 (α-(R)-(3-(S)-((4-(2-Phenyl-thiazol-5-yl)-piperidine -1-yl)methyl)-4-(S)-phenylpyrrolidin-1-yl)-cyclohexaneacetic acid). The yield is 104.7%. As a reaction SMILES: [C:1]1([C:7]2[S:8][C:9]([CH:12]3[CH2:17][CH2:16][N:15]([CH2:18][C@@H:19]4[C@@H:23]([C:24]5[CH:29]=[CH:28][CH:27]=[CH:26][CH:25]=5)[CH2:22][N:21]([C@H:30]([CH:43]5[CH2:48][CH2:47][CH2:46][CH2:45][CH2:44]5)[C:31]([O:33]CC5C=CC(OC)=CC=5)=[O:32])[CH2:20]4)[CH2:14][CH2:13]3)=[CH:10][N:11]=2)[CH:6]=[CH:5][CH:4]=[CH:3][CH:2]=1.C1(OC)C=CC=CC=1.FC(F)(F)C(O)=O>>[C:1]1([C:7]2[S:8][C:9]([CH:12]3[CH2:17][CH2:16][N:15]([CH2:18][C@@H:19]4[C@@H:23]([C:24]5[CH:29]=[CH:28][CH:27]=[CH:26][CH:25]=5)[CH2:22][N:21]([C@H:30]([CH:43]5[CH2:44][CH2:45][CH2:46][CH2:47][CH2:48]5)[C:31]([OH:33])=[O:32])[CH2:20]4)[CH2:14][CH2:13]3)=[CH:10][N:11]=2)[CH:2]=[CH:3][CH:4]=[CH:5][CH:6]=1. Reported procedure: To 28 mg of α-(R)-(3-(S)-((4-(2-phenyl-thiazol-5-yl)-piperidine -1-yl)methyl)-4-(S)-phenylpyrrolidin-1-yl)-cyclohexaneacetic acid, 4-methoxybenzyl ester (from Step C) were added 150 mg of anisole and 3 ml of triflouroacetic acid. The reaction was stirred at room temperature for 1 hr. The trifluoroacetic acid was evaporated under reduced pressure. The residue was purified by flash chromatography with 20% MeOH in EtOAc followed by 20% MeOH+2% NH4OH in EtOAc to give 24 mg of the title compound. LC-... Reactants: COC=1C=C(C=C(C1)OC)C(C)(C)N (1-(3,5-dimethoxyphenyl)-1-methylethylamine), P(=O)(Cl)(Cl)Cl (phosphorus oxychloride), C[N+](=CCl)C.[Cl-] (Vilsmeier reagent), C(#N)C1=CC2=CC[C@H]3[C@@H]4CC[C@@H]([C@@]4(C)CC[C@@H]3[C@]2(CC1)C)C(=O)O (3-cyanoandrosta-3,5-diene-17β-carboxylic acid). Run in C(Cl)Cl (methylene chloride), C(C)N(CC)CC (triethylamine), C(C)(=O)OCC (ethyl acetate), C(Cl)Cl (methylene chloride), CN(C=O)C (dimethylformamide), C(Cl)Cl (methylene chloride), CC(=O)C (acetone), C(Cl)Cl (methylene chloride). Reaction conditions: time 40 minute. The product is C[N+](=CCl)C.[Cl-] (Vilsmeier reagent), COC=1C=C(C=C(C1)OC)C(C)(C)NC(=O)[C@@H]1[C@]2(C)[C@@H](CC1)[C@@H]1CC=C3C=C(CC[C@]3(C)[C@H]1CC2)C#N (N-[1-(3,5-Dimethoxyphenyl)-1-methylethyl]-3-cyanoandrosta-3,5-diene-17β-carboxamide). The yield is 50.0%. RXN SMILES: P(Cl)(Cl)([Cl:3])=O.[CH3:6][N+:7]([CH3:10])=[CH:8][Cl:9].[Cl-].[C:12]([C:14]1[CH2:31][CH2:30][C@@:29]2([CH3:32])[C:16](=[CH:17][CH2:18][C@@H:19]3[C@@H:28]2[CH2:27][CH2:26][C@@:24]2([CH3:25])[C@H:20]3[CH2:21][CH2:22][C@@H:23]2[C:33](O)=[O:34])[CH:15]=1)#[N:13].[CH3:36][O:37][C:38]1[CH:39]=[C:40]([C:46]([NH2:49])([CH3:48])[CH3:47])[CH:41]=[C:42]([O:44][CH3:45])[CH:43]=1>C(Cl)Cl.C(OCC)(=O)C.CC(C)=O.C(N(CC)CC)C.CN(C)C=O>[CH3:6][N+:7]([CH3:10])=[CH:8][Cl:9].[Cl-:3].[CH3:45][O:44][C:42]1[CH:41]=[C:40]([C:46]([NH:49][C:33]([C@H:23]2[CH2:22][CH2:21][C@H:20]3[C@H:19]4[C@H:28]([CH2:27][CH2:26][C@:24]23[CH3:25])[C@:29]2([CH3:32])[C:16]([CH:15]=[C:14]([C:12]#[N:13])[CH2:31][CH2:30]2)=[CH:17][CH2:18]4)=[O:34])([CH3:47])[CH3:48])[CH:39]=[C:38]([O:37][CH3:36])[CH:43]=1 |f:1.2,10.11|. Procedure details: Vilsmeier reagent was prepared from 1.7 ml of dimethylformamide, 1.8 ml of phosphorus oxychloride, and 5 ml of methylene chloride. 0.23 ml of this Vilsmeier reagent was then added to a solution of 100 mg of 3-cyanoandrosta-3,5-diene-17β-carboxylic acid [prepared as described in Example 1(b)] in 2 ml of methylene chloride. The reaction mixture was then stirred at room temperature for 40 minutes, after which a solution of 1-(3,5-dimethoxyphenyl)-1-methylethylamine [prepared as described in Prepara... The reactants are C[Si](C)(C)C#N (trimethylsilylcyanide), ClC1=CC=C(C(=O)Cl)C=C1 (4-Chlorobenzoylchloride), S1C=NC2=C1C=CC=C2 (benzothiazole), [Al+3].[Cl-].[Cl-].[Cl-] (AlCl3). Solvent: ClCCl (dichloromethane). Reaction conditions: time 15 hour. Yields the product ClC1=CC=C(C(=O)N2C(SC3=C2C=CC=C3)C#N)C=C1 (3-(4-chlorobenzoyl)-2,3-dihydrobenzo[d]thiazole-2-carbonitrile). Reaction SMILES: [Cl:1][C:2]1[CH:10]=[CH:9][C:5]([C:6](Cl)=[O:7])=[CH:4][CH:3]=1.[S:11]1[C:15]2[CH:16]=[CH:17][CH:18]=[CH:19][C:14]=2[N:13]=[CH:12]1.[Al+3].[Cl-].[Cl-].[Cl-].C[Si]([C:28]#[N:29])(C)C>ClCCl>[Cl:1][C:2]1[CH:10]=[CH:9][C:5]([C:6]([N:13]2[C:14]3[CH:19]=[CH:18][CH:17]=[CH:16][C:15]=3[S:11][CH:12]2[C:28]#[N:29])=[O:7])=[CH:4][CH:3]=1 |f:2.3.4.5|. Procedure: 4-Chlorobenzoylchloride (7.2 g, 41.0 mmol was added dropwise to a stirring solution of benzothiazole (5.4 g, 40.0 mmol) in dichloromethane (40 mL) under argon atmosphere. A catalytic amount of AlCl3 and trimethylsilylcyanide (4.1 g, 42.0 mmol) were than added into the reaction mixture. After being stirred for 15 h at room temperature, the reaction mixture was evaporated to dryness in vacuo and the residue was triturated with ether to give 3-(4-chlorobenzoyl)-2,3-dihydrobenzo[d]thiazole-2-carboni... Reactants: CC(=O)OC1(C(=O)C(I)I)CCC2C3CCC4=CC(=O)CCC4(C)C3CCC21C, CC(C)=O. Product: CC(=O)OC1(C(=O)CI)CCC2C3CCC4=CC(=O)CCC4(C)C3CCC21C. Reaction SMILES: [C:1]([CH3:2])(=[O:3])[O:4][C:5]1([C:6]([CH:7]([I:8])[I:9])=[O:10])[CH2:11][CH2:12][CH:13]2[CH:14]3[CH2:15][CH2:16][C:17]4=[CH:18][C:19](=[O:29])[CH2:20][CH2:21][C:22]4([CH3:23])[CH:24]3[CH2:25][CH2:26][C:27]12[CH3:28].[CH3:30][C:31](=[O:32])[CH3:33]>>[C:1]([CH3:2])(=[O:3])[O:4][C:5]1([C:6]([CH2:7][I:8])=[O:10])[CH2:11][CH2:12][CH:13]2[CH:14]3[CH2:15][CH2:16][C:17]4=[CH:18][C:19](=[O:29])[CH2:20][CH2:21][C:22]4([CH3:23])[CH:24]3[CH2:25][CH2:26][C:27]12[CH3:28]. The reactants are Clc1nccc(-c2cnc3c(OCc4ccccc4)cccn23)n1, CCOC(=O)C1CCC(N)CC1, CN1CCCC1=O, O. Yields the product CCOC(=O)C1CCC(Nc2nccc(-c3cnc4c(OCc5ccccc5)cccn34)n2)CC1. Reaction SMILES: [CH2:1]([c:2]1[cH:3][cH:4][cH:5][cH:6][cH:7]1)[O:8][c:9]1[c:10]2[n:11]([cH:12][cH:13][cH:14]1)[c:15](-[c:18]1[n:19][c:20]([Cl:24])[n:21][cH:22][cH:23]1)[cH:16][n:17]2.[CH2:25]([CH3:26])[O:27][C:28](=[O:29])[CH:30]1[CH2:31][CH2:32][CH:33]([NH2:36])[CH2:34][CH2:35]1.[CH3:37][N:38]1[CH2:39][CH2:40][CH2:41][C:42]1=[O:43].[OH2:44]>>[CH2:1]([c:2]1[cH:3][cH:4][cH:5][cH:6][cH:7]1)[O:8][c:9]1[c:10]2[n:11]([cH:12][cH:13][cH:14]1)[c:15](-[c:18]1[n:19][c:20]([NH:36][CH:33]3[CH2:32][CH2:31][CH:30]([C:28]([O:27][CH2:25][CH3:26])=[O:29])[CH2:35][CH2:34]3)[n:21][cH:22][cH:23]1)[cH:16][n:17]2.